Dataset: the Open Reaction Database (ORD), a public repository of structured organic reaction records. Task: describe an organic reaction: reactants, conditions, products, and yield Reactants: Cl.C(C)N(C=1C=C(C(=O)O)C=C(N1)C)CC (2-diethylamino-6-methyl-isonicotinic acid hydrochloride), C(C)(C)NC (isopropylmethylamine). The product is C(C)(C)N(C=1C=C(C(=O)O)C=C(N1)C)C (2-(Isopropyl-methyl-amino)-6-methyl-isonicotinic acid). Reaction SMILES: Cl.[CH2:2]([N:4]([CH2:15][CH3:16])[C:5]1[CH:6]=[C:7]([CH:11]=[C:12]([CH3:14])[N:13]=1)[C:8]([OH:10])=[O:9])C.[CH:17](NC)(C)C>>[CH:15]([N:4]([CH3:2])[C:5]1[CH:6]=[C:7]([CH:11]=[C:12]([CH3:14])[N:13]=1)[C:8]([OH:10])=[O:9])([CH3:16])[CH3:17] |f:0.1|. Procedure: The title compound is prepared in analogy to 2-diethylamino-6-methyl-isonicotinic acid hydrochloride using isopropylmethylamine; LC-MS: tR=0.54 min; [M+H]+=209.09; 1H NMR δ 1.37 (d, J=6.3 Hz, 6H), 2.64 (s, 3H), 3.17 (s, 3H), 4.50-4.60 (m, 1H), 7.16 (s, 1H), 7.62 (s, 1H). The reactants are ice water, [H-].[Na+] (sodium hydride), ClC1=NC=C(C=C1)[N+](=O)[O-] (2-chloro-5-nitropyridine), C(CO)(=O)OC (methyl glycolate). The solvent is O1CCCC1 (tetrahydrofuran). Reaction conditions: temperature 0 celsius, time 15 minute. Yields the product COC(=O)COC1=NC=C(C=C1)[N+](=O)[O-] (2-(methoxycarbonyl)methoxy-5-nitropyridine). Yield: 77.4%. Reaction SMILES: [H-].[Na+].Cl[C:4]1[CH:9]=[CH:8][C:7]([N+:10]([O-:12])=[O:11])=[CH:6][N:5]=1.[C:13]([O:17][CH3:18])(=[O:16])[CH2:14][OH:15]>O1CCCC1>[CH3:18][O:17][C:13]([CH2:14][O:15][C:4]1[CH:9]=[CH:8][C:7]([N+:10]([O-:12])=[O:11])=[CH:6][N:5]=1)=[O:16] |f:0.1|. Procedure details: 1.26 g of sodium hydride was added to a mixture of 5.0 g of 2-chloro-5-nitropyridine, 3.13 g of methyl glycolate and 50 ml of tetrahydrofuran at 0° C. The mixture was stirred at 0° C. for 15 minutes, then at room temperature for 1 hour. The reaction solution was poured into ice water, and extracted with ethyl acetate. The organic layer was dried over anhydrous magnesium sulfate, and concentrated. The residue was subjected to silica gel column chromatography to obtain 5.18 g of 2-(methoxycarbonyl... Procedure details: This compound was synthesized following the same general procedure as that for the preparation of 4-ethoxybenzyl chloride; thionyl chloride (6.36 g, 53.4 mmol), 4-octyloxybenzyl alcohol (12.4 g, 52.5 mmol), CH2Cl2 (150 mL). The product is C(CCCCCCC)OC1=CC=C(CCl)C=C1 (4-Octyloxybenzyl Chloride). The reactants are C(C)OC1=CC=C(CCl)C=C1 (4-ethoxybenzyl chloride), S(=O)(Cl)Cl (thionyl chloride), C(CCCCCCC)OC1=CC=C(CO)C=C1 (4-octyloxybenzyl alcohol). The solvent is C(Cl)Cl (CH2Cl2). Reaction SMILES: [CH2:1]([O:3][C:4]1[CH:11]=[CH:10][C:7]([CH2:8][Cl:9])=[CH:6][CH:5]=1)[CH3:2].S(Cl)(Cl)=O.[CH2:16](OC1C=CC(CO)=CC=1)[CH2:17][CH2:18][CH2:19][CH2:20][CH2:21]CC>C(Cl)Cl>[CH2:1]([O:3][C:4]1[CH:11]=[CH:10][C:7]([CH2:8][Cl:9])=[CH:6][CH:5]=1)[CH2:2][CH2:16][CH2:17][CH2:18][CH2:19][CH2:20][CH3:21]. The reactants are COC(=O)C(=O)c1ccc(OCCOc2ccc([N+](=O)[O-])cc2)cc1, CO, [Na+], [OH-], O. Product: O=C(O)C(=O)c1ccc(OCCOc2ccc([N+](=O)[O-])cc2)cc1. Reaction SMILES: [CH3:1][O:2][C:3]([C:4]([c:5]1[cH:6][cH:7][c:8]([O:11][CH2:12][CH2:13][O:14][c:15]2[cH:16][cH:17][c:18]([N+:21](=[O:22])[O-:23])[cH:19][cH:20]2)[cH:9][cH:10]1)=[O:24])=[O:25].[CH3:27][OH:28].[Na+:30].[OH-:29].[OH2:26]>>[O:2]=[C:3]([C:4]([c:5]1[cH:6][cH:7][c:8]([O:11][CH2:12][CH2:13][O:14][c:15]2[cH:16][cH:17][c:18]([N+:21](=[O:22])[O-:23])[cH:19][cH:20]2)[cH:9][cH:10]1)=[O:24])[OH:25].